From a dataset of the Open Reaction Database (ORD), a public repository of structured organic reaction records. describe an organic reaction: reactants, conditions, products, and yield Reactants: C(C)(C)(C)OC(=O)C(C)ON=C(C(=O)NC1[C@@H]2N(C(=C(CS2)C=C)C(=O)OC(C2=CC=CC=C2)C2=CC=CC=C2)C1=O)C=1N=C(SC1Cl)NC=O (benzhydryl 7-[2-(1-tert-butoxycarbonylethoxyimino)-2-(2-formamido-5-chlorothiazol-4-yl)acetamido]-3-vinyl-3-cephem-4-carboxylate), Cl (hydrochloric acid). Product: C(C)(C)(C)OC(=O)C(C)ON=C(C(=O)NC1[C@@H]2N(C(=C(CS2)C=C)C(=O)OC(C2=CC=CC=C2)C2=CC=CC=C2)C1=O)C=1N=C(SC1Cl)N (Benzhydryl 7-[2-(1-tert-butoxycarbonylethoxyimino)-2-(2-amino-5-chlorothiazol-4-yl)acetamido]-3-vinyl-3-cephem-4-carboxylate). Yield: 92.4%. RXN SMILES: [C:1]([O:5][C:6]([CH:8]([O:10][N:11]=[C:12]([C:43]1[N:44]=[C:45]([NH:49]C=O)[S:46][C:47]=1[Cl:48])[C:13]([NH:15][CH:16]1[C:41](=[O:42])[N:18]2[C:19]([C:25]([O:27][CH:28]([C:35]3[CH:40]=[CH:39][CH:38]=[CH:37][CH:36]=3)[C:29]3[CH:34]=[CH:33][CH:32]=[CH:31][CH:30]=3)=[O:26])=[C:20]([CH:23]=[CH2:24])[CH2:21][S:22][C@H:17]12)=[O:14])[CH3:9])=[O:7])([CH3:4])([CH3:3])[CH3:2].Cl>>[C:1]([O:5][C:6]([CH:8]([O:10][N:11]=[C:12]([C:43]1[N:44]=[C:45]([NH2:49])[S:46][C:47]=1[Cl:48])[C:13]([NH:15][CH:16]1[C:41](=[O:42])[N:18]2[C:19]([C:25]([O:27][CH:28]([C:29]3[CH:34]=[CH:33][CH:32]=[CH:31][CH:30]=3)[C:35]3[CH:40]=[CH:39][CH:38]=[CH:37][CH:36]=3)=[O:26])=[C:20]([CH:23]=[CH2:24])[CH2:21][S:22][C@H:17]12)=[O:14])[CH3:9])=[O:7])([CH3:2])([CH3:3])[CH3:4]. Procedure: Benzhydryl 7-[2-(1-tert-butoxycarbonylethoxyimino)-2-(2-amino-5-chlorothiazol-4-yl)acetamido]-3-vinyl-3-cephem-4-carboxylate (syn isomer) (1.69 g) was prepared by reacting benzhydryl 7-[2-(1-tert-butoxycarbonylethoxyimino)-2-(2-formamido-5-chlorothiazol-4-yl)acetamido]-3-vinyl-3-cephem-4-carboxylate (syn isomer) (1.9 g) with conc. hydrochloric acid (0.8 g) according to a similar manner to that of Example 310. Starting materials: C(C)C1=NC2=C(N1CC1=CC=C(C=C1)C=1C(=CC=CC1)C(=O)OC(C)(C)C)C=C(C=C2)C2=NC1=C(N2C)C=CC=C1 (tert.-butyl 4'-[[2ethyl-6-(1-methyl-benzimidazol-2-yl)-benzimidazol-1-yl]methyl]biphenyl-2-carboxylate), FC(C(=O)O)(F)F (trifluoroacetic acid). Run in C(Cl)Cl (methylene chloride). Yields the product C(C)C1=NC2=C(N1CC1=CC=C(C=C1)C=1C(=CC=CC1)C(=O)O)C=C(C=C2)C2=NC1=C(N2C)C=CC=C1 (4'-[[2-Ethyl-6-(1-methylbenzimidazol-2-yl)-benzimidazol-1-yl]methyl]biphenyl-2-carboxylic acid). RXN SMILES: [CH2:1]([C:3]1[N:7]([CH2:8][C:9]2[CH:14]=[CH:13][C:12]([C:15]3[C:16]([C:21]([O:23]C(C)(C)C)=[O:22])=[CH:17][CH:18]=[CH:19][CH:20]=3)=[CH:11][CH:10]=2)[C:6]2[CH:28]=[C:29]([C:32]3[N:36]([CH3:37])[C:35]4[CH:38]=[CH:39][CH:40]=[CH:41][C:34]=4[N:33]=3)[CH:30]=[CH:31][C:5]=2[N:4]=1)[CH3:2].FC(F)(F)C(O)=O>C(Cl)Cl>[CH2:1]([C:3]1[N:7]([CH2:8][C:9]2[CH:10]=[CH:11][C:12]([C:15]3[C:16]([C:21]([OH:23])=[O:22])=[CH:17][CH:18]=[CH:19][CH:20]=3)=[CH:13][CH:14]=2)[C:6]2[CH:28]=[C:29]([C:32]3[N:36]([CH3:37])[C:35]4[CH:38]=[CH:39][CH:40]=[CH:41][C:34]=4[N:33]=3)[CH:30]=[CH:31][C:5]=2[N:4]=1)[CH3:2]. Procedure: Prepared analogously to Example 1 from tert.-butyl 4'-[[2ethyl-6-(1-methyl-benzimidazol-2-yl)-benzimidazol-1-yl]methyl]biphenyl-2-carboxylate and trifluoroacetic acid in methylene chloride. The reactants are OC1=C2C(=NC=N1)NN=C2 (4-hydroxypyrazolo[3,4-d]pyrimidine), NC1CC2=CC=CC=C2C1 (2-aminoindan), P(=O)(Cl)(Cl)Cl (phosphorus oxychloride), CN(C1=CC=CC=C1)C (dimethylaniline). The product is C1C(CC2=CC=CC=C12)NC1=C2C(=NC=N1)NN=C2 (4-(2-Indanylamino)pyrazolo[3,4-d]pyrimidine). Yield: 56.0%. As a reaction SMILES: O[C:2]1[N:7]=[CH:6][N:5]=[C:4]2[NH:8][N:9]=[CH:10][C:3]=12.P(Cl)(Cl)(Cl)=O.CN(C)C1C=CC=CC=1.[NH2:25][CH:26]1[CH2:34][C:33]2[C:28](=[CH:29][CH:30]=[CH:31][CH:32]=2)[CH2:27]1>>[CH2:27]1[C:28]2[C:33](=[CH:32][CH:31]=[CH:30][CH:29]=2)[CH2:34][CH:26]1[NH:25][C:2]1[N:7]=[CH:6][N:5]=[C:4]2[NH:8][N:9]=[CH:10][C:3]=12. Procedure details: Using 4-hydroxypyrazolo[3,4-d]pyrimidine (140 mg, 1.0 mmol), phosphorus oxychloride (3.0 ml), and dimethylaniline (0.39 ml, 3.1 mmol), and then 2-aminoindan (400 mg, 3.0 mmol), a similar procedure to Production Example 194 was carried out. The product obtained was purified by silica gel chromatography (hexane:ethyl acetate=5:2) to obtain the title compound (150 mg, 0.56 mmol) having the following physical properties: The reactants are CC(C)(OC(=O)NC=1SC=C(N1)CC(=O)O)C (2-[1,1-dimethylethoxycarbonylamino]thiazol-4-ylacetic acid), COC([C@@H](N)CC(=O)OC)=O (L-aspartic acid dimethyl ester). Yields the product CC(C)(OC(=O)NC=1SC=C(N1)CC(=O)N[C@@H](CC(=O)OC)C(=O)OC)C (N-[2-[1,1-Dimethylethoxycarbonylamino]thiazol-4-yl]acetyl-L-aspartic acid, dimethyl ester). Reaction SMILES: [CH3:1][C:2]([CH3:17])([O:4][C:5]([NH:7][C:8]1[S:9][CH:10]=[C:11]([CH2:13][C:14]([OH:16])=O)[N:12]=1)=[O:6])[CH3:3].[CH3:18][O:19][C:20](=[O:28])[C@H:21]([CH2:23][C:24]([O:26][CH3:27])=[O:25])[NH2:22]>>[CH3:17][C:2]([CH3:1])([O:4][C:5]([NH:7][C:8]1[S:9][CH:10]=[C:11]([CH2:13][C:14]([NH:22][C@H:21]([C:20]([O:19][CH3:18])=[O:28])[CH2:23][C:24]([O:26][CH3:27])=[O:25])=[O:16])[N:12]=1)=[O:6])[CH3:3]. Procedure details: The subtitle compound was prepared from 2-[1,1-dimethylethoxycarbonylamino]thiazol-4-ylacetic acid (Chem. Pharm. Bull. 1993, 41, 758) (1.0 g) and L-aspartic acid dimethyl ester (1.15 g) according to the method of example 10 step (i). Yield 1.36 g. Used directly in the next step.